From a dataset of the Open Reaction Database (ORD), a public repository of structured organic reaction records. describe an organic reaction: reactants, conditions, products, and yield Reactants: N1CCCCC1 (Piperidine), C1(=CC=CC=C1)OC(OC1(C(N(C2=CC=C(C=C12)Cl)S(=O)(=O)C=1C=CC=C2C=CC=NC12)=O)C1=C(C=CC=C1)OC)=O (Carbonic acid 5-chloro-3-(2-methoxy-phenyl)-2-oxo-1-(quinoline-8-sulfonyl)-2,3-dihydro-1H-indol-3-yl ester phenyl ester), [OH-].[Na+] (sodium hydroxide). Run in C1CCOC1 (THF). Conditions: time 8 hour. Yields the product ClC=1C=C2C(C(N(C2=CC1)S(=O)(=O)C=1C=CC=C2C=CC=NC12)=O)(C1=C(C=CC=C1)OC)OC(=O)N1CCCCC1 (Piperidine-1-carboxylic acid 5-chloro-3-(2-methoxy-phenyl)-2-oxo-1-(quinoline-8-sulfonyl)-2,3-dihydro-1H-indol-3-yl ester). Isolated yield 57.3%. Reaction SMILES: [NH:1]1[CH2:6][CH2:5][CH2:4][CH2:3][CH2:2]1.C1([O:13][C:14](=O)[O:15][C:16]2([C:40]3[CH:45]=[CH:44][CH:43]=[CH:42][C:41]=3[O:46][CH3:47])[C:24]3[C:19](=[CH:20][CH:21]=[C:22]([Cl:25])[CH:23]=3)[N:18]([S:26]([C:29]3[CH:30]=[CH:31][CH:32]=[C:33]4[C:38]=3[N:37]=[CH:36][CH:35]=[CH:34]4)(=[O:28])=[O:27])[C:17]2=[O:39])C=CC=CC=1.[OH-].[Na+]>C1COCC1>[Cl:25][C:22]1[CH:23]=[C:24]2[C:19](=[CH:20][CH:21]=1)[N:18]([S:26]([C:29]1[CH:30]=[CH:31][CH:32]=[C:33]3[C:38]=1[N:37]=[CH:36][CH:35]=[CH:34]3)(=[O:28])=[O:27])[C:17](=[O:39])[C:16]2([O:15][C:14]([N:1]1[CH2:6][CH2:5][CH2:4][CH2:3][CH2:2]1)=[O:13])[C:40]1[CH:45]=[CH:44][CH:43]=[CH:42][C:41]=1[O:46][CH3:47] |f:2.3|. Procedure: Piperidine (0.132 ml, 1.33 mmol) was added to a solution of the intermediate from step A (200 mg, 0.33 mmol) in THF (10 ml), and the reaction solution was stirred overnight. 2 M sodium hydroxide solution was added to the reaction mixture, which was then extracted with dichloromethane. The organic phase was washed three times with water and concentrated under reduced pressure. Recrystallization from dichloromethane/diethyl ether resulted in 112 mg of the desired product.